This data is from the Open Reaction Database (ORD), a public repository of structured organic reaction records. The task is: describe an organic reaction: reactants, conditions, products, and yield The reactants are alcohol, bicyclic, CC1(C(C2CCC1C2)C(=O)O)C (3.3-Dimethylbicyclo-[2.2.1]-heptane-2-carboxylic acid), C12(C(C)(C)C(=C)C(CC1)C2)C(=O)O (camphenic acid), C12(C(C)(C)C(=C)C(CC1)C2)C(=O)O (camphenic acid). The product is C12C(C)(C)C(=C)C(CC1)C2 (camphene), peracids. RXN SMILES: [CH3:1][C:2]1([CH3:12])[CH:7]2[CH2:8][CH:4]([CH2:5][CH2:6]2)[CH:3]1[C:9](O)=O.C12(C(O)=O)CC(CC1)C(=C)C2(C)C>>[CH:7]12[CH2:8][CH:4]([CH2:5][CH2:6]1)[C:3](=[CH2:9])[C:2]2([CH3:12])[CH3:1]. Reported procedure: 3.3-Dimethylbicyclo-[2.2.1]-heptane-2-carboxylic acid, further to be called camphenic acid, has been described in Bull. Soc. Chim. France 1972 (no. 12) pages 4770-4777, as an intermediate in the synthesis of the corresponding alcohol. Further the synthesis of this compound has been described in Monatshefte fur Chemie 107, page 945 (1976), wherein is stated that it is an important starting material for the preparation of e.g. bicyclic fragrances. In Nippon Kagaku Zasshi 85, pages 593-597 (1964) i...